This data is from the Open Reaction Database (ORD), a public repository of structured organic reaction records. The task is: describe an organic reaction: reactants, conditions, products, and yield Starting materials: BrC1=CC=C2C(C(C=3C=CC=C1C32)=O)=O (5-bromoacenaphthenequinone), C1(=CC=CC=C1)CC(=O)CC1=CC=CC=C1 (1,3-Diphenylacetone), [OH-].[K+] (KOH). Solvent: CO (methanol). Reaction conditions: temperature 65 celsius. Product: BrC1=C2C=CC=C3C=4C(C(C=C1)=C32)=C(C(C4C4=CC=CC=C4)=O)C4=CC=CC=C4 (3-Bromo-7,9-diphenyl-8H-Cyclopent[a]acenaphthylen-8-one). RXN SMILES: [C:1]1([CH2:7][C:8]([CH2:10][C:11]2[CH:16]=[CH:15][CH:14]=[CH:13][CH:12]=2)=[O:9])[CH:6]=[CH:5][CH:4]=[CH:3][CH:2]=1.[Br:17][C:18]1[C:28]2[C:29]3[C:21]([C:22](=O)[C:23](=O)[C:24]=3[CH:25]=[CH:26][CH:27]=2)=[CH:20][CH:19]=1.[OH-].[K+]>CO>[Br:17][C:18]1[CH:19]=[CH:20][C:21]2=[C:29]3[C:28]=1[CH:27]=[CH:26][CH:25]=[C:24]3[C:23]1[C:22]2=[C:10]([C:11]2[CH:12]=[CH:13][CH:14]=[CH:15][CH:16]=2)[C:8](=[O:9])[C:7]=1[C:1]1[CH:2]=[CH:3][CH:4]=[CH:5][CH:6]=1 |f:2.3|. Reported procedure: 1,3-Diphenylacetone (17.5 g, 83 mMole) was dissolved in methanol (240 mL) and heated to 65° C. To the solution was added 5-bromoacenaphthenequinone (2), (20 g, 75 mMole). The resulting well-stirred suspension was then treated with 1M-methanolic KOH (100 mL, 100 mMole) at a fast drip rate, whereupon the dark colored product precipitated immediately. The mixture was then stirred at 65° C. for 1 hour, cooled and filtered. The black solid was washed well with methanol, ether and dried. Yield of prod... Starting materials: O=C([O-])O, CC(C)CC(CC(=O)O)C(=O)OCc1ccc([N+](=O)[O-])cc1, C=C(C)C, CCOCC, [Na+], O, O=S(=O)(O)O. The product is CC(C)CC(CC(=O)OC(C)(C)C)C(=O)OCc1ccc([N+](=O)[O-])cc1. RXN SMILES: [C:32](=[O:33])([O-:34])[OH:35].[CH2:1]([CH:2]([CH3:3])[CH3:4])[CH:5]([C:6](=[O:7])[O:8][CH2:9][c:10]1[cH:11][cH:12][c:13]([N+:16](=[O:17])[O-:18])[cH:14][cH:15]1)[CH2:19][C:20](=[O:21])[OH:22].[CH2:23]=[C:24]([CH3:25])[CH3:26].[CH3:37][CH2:38][O:39][CH2:40][CH3:41].[Na+:36].[OH2:42].[S:27](=[O:28])(=[O:29])([OH:30])[OH:31]>>[CH2:1]([CH:2]([CH3:3])[CH3:4])[CH:5]([C:6](=[O:7])[O:8][CH2:9][c:10]1[cH:11][cH:12][c:13]([N+:16](=[O:17])[O-:18])[cH:14][cH:15]1)[CH2:19][C:20](=[O:21])[O:22][C:24]([CH3:23])([CH3:25])[CH3:26]. Starting materials: CC(C)(C)OC(=O)N1CCC(C(=O)N2CCN(c3cccc(-c4nc5ccccc5n4C(F)F)c3)CC2)CC1, CCOCC, ClCCl, Cl. Yields the product O=C(C1CCNCC1)N1CCN(c2cccc(-c3nc4ccccc4n3C(F)F)c2)CC1. As a reaction SMILES: [C:1]([O:2][C:3](=[O:4])[N:8]1[CH2:9][CH2:10][CH:11]([C:14](=[O:15])[N:16]2[CH2:17][CH2:18][N:19]([c:22]3[cH:23][c:24](-[c:28]4[n:29][c:30]5[c:31]([n:32]4[CH:33]([F:34])[F:35])[cH:36][cH:37][cH:38][cH:39]5)[cH:25][cH:26][cH:27]3)[CH2:20][CH2:21]2)[CH2:12][CH2:13]1)([CH3:5])([CH3:6])[CH3:7].[CH3:44][CH2:45][O:46][CH2:47][CH3:48].[Cl:40][CH2:41][Cl:42].[ClH:43]>>[NH:8]1[CH2:9][CH2:10][CH:11]([C:14](=[O:15])[N:16]2[CH2:17][CH2:18][N:19]([c:22]3[cH:23][c:24](-[c:28]4[n:29][c:30]5[c:31]([n:32]4[CH:33]([F:34])[F:35])[cH:36][cH:37][cH:38][cH:39]5)[cH:25][cH:26][cH:27]3)[CH2:20][CH2:21]2)[CH2:12][CH2:13]1. Starting materials: CC(C)(C)ON=O, Cc1nn(-c2c(Cl)cc(C(F)(F)F)cc2Cl)c(N)c1C#C[Si](C)(C)C, C1CCOC1. Product: Cc1nn(-c2c(Cl)cc(C(F)(F)F)cc2Cl)cc1C#C[Si](C)(C)C. Reaction SMILES: [C:26]([O:27][N:28]=[O:29])([CH3:30])([CH3:31])[CH3:32].[NH2:1][c:2]1[c:3]([C:20]#[C:21][Si:22]([CH3:23])([CH3:24])[CH3:25])[c:4]([CH3:19])[n:5][n:6]1-[c:7]1[c:8]([Cl:18])[cH:9][c:10]([C:14]([F:15])([F:16])[F:17])[cH:11][c:12]1[Cl:13].[O:33]1[CH2:34][CH2:35][CH2:36][CH2:37]1>>[cH:2]1[c:3]([C:20]#[C:21][Si:22]([CH3:23])([CH3:24])[CH3:25])[c:4]([CH3:19])[n:5][n:6]1-[c:7]1[c:8]([Cl:18])[cH:9][c:10]([C:14]([F:15])([F:16])[F:17])[cH:11][c:12]1[Cl:13].